From a dataset of the Open Reaction Database (ORD), a public repository of structured organic reaction records. describe an organic reaction: reactants, conditions, products, and yield Reactants: CCN(C(C)C)C(C)C, C1CCNCC1, CC#N, COC(=O)c1cc(Cl)c2nc(Cl)nc(Cl)c2n1. Yields the product COC(=O)c1cc(Cl)c2nc(Cl)nc(N3CCCCC3)c2n1. Reaction SMILES: [CH2:18]([N:19]([CH:20]([CH3:21])[CH3:22])[CH:23]([CH3:24])[CH3:25])[CH3:26].[CH2:27]1[CH2:28][CH2:29][NH:30][CH2:31][CH2:32]1.[CH3:33][C:34]#[N:35].[Cl:1][c:2]1[n:3][c:4]([Cl:17])[c:5]2[c:6]([n:7]1)[c:8]([Cl:16])[cH:9][c:10]([C:12](=[O:13])[O:14][CH3:15])[n:11]2>>[Cl:1][c:2]1[n:3][c:4]([N:30]2[CH2:29][CH2:28][CH2:27][CH2:32][CH2:31]2)[c:5]2[c:6]([n:7]1)[c:8]([Cl:16])[cH:9][c:10]([C:12](=[O:13])[O:14][CH3:15])[n:11]2. Starting materials: CCOC(=O)C(C)C(C)SC(C)=O, CC[O-], CC(=O)O, CCO, [Na+]. Product: CCOC(=O)C(C)C(C)S. RXN SMILES: [C:1](=[O:2])([CH3:3])[S:4][CH:5]([CH:6]([C:7](=[O:8])[O:9][CH2:10][CH3:11])[CH3:12])[CH3:13].[CH3:15][CH2:16][O-:17].[CH3:18][C:19](=[O:20])[OH:21].[CH3:22][CH2:23][OH:24].[Na+:14]>>[SH:4][CH:5]([CH:6]([C:7](=[O:8])[O:9][CH2:10][CH3:11])[CH3:12])[CH3:13]. Reactants: N1(CCCCCC1)C(=O)N[C@H](C(=O)O)CC(C)C ((S)-2-[(Azepane-1-carbonyl)-amino]-4-methyl-pentanoic acid), C(C)(C)(C)OC(C(CC1=CC=C(C=C1)OCC1=CC=CC=C1)(C)N)=O (2-Amino-2-methyl-3-(4-benzyloxy-phenyl)-propionic acid tert-butyl ester). The product is C(C)(C)(C)OC([C@](CC1=CC=C(C=C1)OCC1=CC=CC=C1)(C)NC([C@H](CC(C)C)NC(=O)N1CCCCCC1)=O)=O (2(R)-{2(S)-[(Azepane-1-carbonyl)-amino]-4-methyl-pentanoylamino}-3-(4-benzyloxy-phenyl)-2-methyl-propionic acid tert-butyl ester). Yield: 38.0%. Reaction SMILES: [N:1]1([C:8]([NH:10][C@@H:11]([CH2:15][CH:16]([CH3:18])[CH3:17])[C:12]([OH:14])=O)=[O:9])[CH2:7][CH2:6][CH2:5][CH2:4][CH2:3][CH2:2]1.[C:19]([O:23][C:24](=[O:43])[C:25]([NH2:42])([CH3:41])[CH2:26][C:27]1[CH:32]=[CH:31][C:30]([O:33][CH2:34][C:35]2[CH:40]=[CH:39][CH:38]=[CH:37][CH:36]=2)=[CH:29][CH:28]=1)([CH3:22])([CH3:21])[CH3:20]>>[C:19]([O:23][C:24](=[O:43])[C@@:25]([NH:42][C:12](=[O:14])[C@@H:11]([NH:10][C:8]([N:1]1[CH2:2][CH2:3][CH2:4][CH2:5][CH2:6][CH2:7]1)=[O:9])[CH2:15][CH:16]([CH3:18])[CH3:17])([CH3:41])[CH2:26][C:27]1[CH:32]=[CH:31][C:30]([O:33][CH2:34][C:35]2[CH:40]=[CH:39][CH:38]=[CH:37][CH:36]=2)=[CH:29][CH:28]=1)([CH3:22])([CH3:20])[CH3:21]. Procedure details: A solution of the product from Example Z ((2S)-2-[(azepane-1-carbonyl)-amino]-4-methyl-pentanoic acid) (0.5 g, 1.95 mmol) and the product from Example D (2-amino-2-methyl-3-(4-benzyloxy-phenyl)-propionic acid tert-butyl ester) (0.73 g, 2.15 mmol) were coupled according to the procedure described in Example 3. The two diastereomeric products were separated by chromatography (silica gel, 1:1 heptane/EtOAc) to give a high Rf product as a white solid (0.43 g, 38%), mp=46-49° C.